Dataset: the Open Reaction Database (ORD), a public repository of structured organic reaction records. Task: describe an organic reaction: reactants, conditions, products, and yield Reactants: ClC1=C(C(=NC=C1)N1C(C=2SC=3CC(CC3C2C=N1)(C)C)=O)C=O (4-Chloro-2-{4,4-dimethyl-9-oxo-7-thia-10,11-diazatricyclo[6.4.0.02,6]dodeca-1(8),2(6),11-trien-10-yl}pyridine-3-carbaldehyde), CN1C(C(=CC(=C1)B1OC(C(O1)(C)C)(C)C)NC1=NC=C(C=C1)N1[C@H](CN(CC1)C1COC1)C)=O ((S)-1-methyl-3-(5-(2-methyl-4-(oxetan-3-yl)piperazin-1-yl)pyridin-2-ylamino)-5-(4,4,5,5-tetramethyl-1,3,2-dioxaborolan-2-yl)pyridin-2(1H)-one). Yields the product CC1(CC=2C=3C=NN(C(C3SC2C1)=O)C1=NC=CC(=C1C=O)C1=CN(C(C(=C1)NC1=NC=C(C=C1)N1[C@H](CN(CC1)C1COC1)C)=O)C)C (2-{4,4-Dimethyl-9-oxo-7-thia-10,11-diazatricyclo[6.4.0.02,6]dodeca-1(8),2(6),11-trien-10-yl}-4-[1-methyl-5-({5-[(2S)-2-methyl-4-(oxetan-3-yl)piperazin-1-yl]pyridin-2-yl}amino)-6-oxo-1,6-dihydropyridin-3-yl]pyridine-3-carbaldehyde), solid. Yield: 48.0%. Reaction SMILES: Cl[C:2]1[CH:7]=[CH:6][N:5]=[C:4]([N:8]2[N:19]=[CH:18][C:17]3[C:16]4[CH2:15][C:14]([CH3:21])([CH3:20])[CH2:13][C:12]=4[S:11][C:10]=3[C:9]2=[O:22])[C:3]=1[CH:23]=[O:24].[CH3:25][N:26]1[CH:31]=[C:30](B2OC(C)(C)C(C)(C)O2)[CH:29]=[C:28]([NH:41][C:42]2[CH:47]=[CH:46][C:45]([N:48]3[CH2:53][CH2:52][N:51]([CH:54]4[CH2:57][O:56][CH2:55]4)[CH2:50][C@@H:49]3[CH3:58])=[CH:44][N:43]=2)[C:27]1=[O:59]>>[CH3:20][C:14]1([CH3:21])[CH2:13][C:12]2[S:11][C:10]3[C:9](=[O:22])[N:8]([C:4]4[C:3]([CH:23]=[O:24])=[C:2]([C:30]5[CH:29]=[C:28]([NH:41][C:42]6[CH:47]=[CH:46][C:45]([N:48]7[CH2:53][CH2:52][N:51]([CH:54]8[CH2:55][O:56][CH2:57]8)[CH2:50][C@@H:49]7[CH3:58])=[CH:44][N:43]=6)[C:27](=[O:59])[N:26]([CH3:25])[CH:31]=5)[CH:7]=[CH:6][N:5]=4)[N:19]=[CH:18][C:17]=3[C:16]=2[CH2:15]1. Procedure: Following the procedure for preparation in Example 191k, and starting with 282i (216 mg, 0.60 mmol), and (S)-1-methyl-3-(5-(2-methyl-4-(oxetan-3-yl)piperazin-1-yl)pyridin-2-ylamino)-5-(4,4,5,5-tetramethyl-1,3,2-dioxaborolan-2-yl)pyridin-2(1H)-one 191j (482 mg, 0.90 mmol), 282j was obtained as a yellow solid (407 mg, 48%). MS-ESI: [M+H]+ 678.8 The reactants are ClC1=NC=C(C(=N1)Cl)F (2,4-dichloro-5-fluoropyrimidine), CC1=C(N)C=CC(=C1C)O (2,3-dimethyl-4-hydroxyaniline). Yields the product CC1=C(C=CC(=C1C)O)NC1=NC=C(C(=N1)NC1=C(C(=C(C=C1)O)C)C)F (N2,N4-bis-(2,3-dimethyl-4-hydroxyphenyl)-5-fluoro-2,4-pyrimidinediamine). Reaction SMILES: Cl[C:2]1[N:7]=[C:6](Cl)[C:5]([F:9])=[CH:4][N:3]=1.[CH3:10][C:11]1[C:17]([CH3:18])=[C:16]([OH:19])[CH:15]=[CH:14][C:12]=1[NH2:13]>>[CH3:10][C:11]1[C:17]([CH3:18])=[C:16]([OH:19])[CH:15]=[CH:14][C:12]=1[NH:13][C:2]1[N:7]=[C:6]([NH:13][C:12]2[CH:14]=[CH:15][C:16]([OH:19])=[C:17]([CH3:18])[C:11]=2[CH3:10])[C:5]([F:9])=[CH:4][N:3]=1. Procedure details: In like manner to the preparation of N2,N4-bis(3-hydroxyphenyl)-5-fluoro-2,4-pyrimidinediamine, the reaction of 2,4-dichloro-5-fluoropyrimidine with 2,3-dimethyl-4-hydroxyaniline gave N2,N4-bis-(2,3-dimethyl-4-hydroxyphenyl)-5-fluoro-2,4-pyrimidinediamine. LCMS: ret. time: 19.07 min.; purity: 99%; MS (m/e): 369 (MH+); 1H NMR (DMSO-d6): δ 9.21 (1H, s), 8.99 (1H, s), 8.63 (1H, s), 7.92 (1H, s), 7.84 (1H, d, J=3.6 Hz), 6.94 (1H, d, J=8.5 Hz), 6.85 (1H, d, J=8.5 Hz), 6.70 (1H, d, J=8.5 Hz), 6.58 (1H... Reactants: CCOC(C)=O, CCO, Cl, CC(C)(C)OC(=O)N1CCC(Oc2ccc3c(c2)CCC(=O)N3c2ccc(F)cc2)CC1. Product: Cl, O=C1CCc2cc(OC3CCNCC3)ccc2N1c1ccc(F)cc1. Reaction SMILES: [CH3:34][CH2:35][O:36][C:37](=[O:38])[CH3:39].[CH3:40][CH2:41][OH:42].[ClH:33].[F:1][c:2]1[cH:3][cH:4][c:5]([N:8]2[C:9](=[O:32])[CH2:10][CH2:11][c:12]3[cH:13][c:14]([O:18][CH:19]4[CH2:20][CH2:21][N:22]([C:25]([O:26][C:27]([CH3:28])([CH3:29])[CH3:30])=[O:31])[CH2:23][CH2:24]4)[cH:15][cH:16][c:17]32)[cH:6][cH:7]1>>[ClH:33].[F:1][c:2]1[cH:3][cH:4][c:5]([N:8]2[C:9](=[O:32])[CH2:10][CH2:11][c:12]3[cH:13][c:14]([O:18][CH:19]4[CH2:20][CH2:21][NH:22][CH2:23][CH2:24]4)[cH:15][cH:16][c:17]32)[cH:6][cH:7]1. Conditions: time 2 hour. Reaction SMILES: [CH3:1][Si:2]([CH3:17])([CH3:16])[CH2:3][CH2:4][O:5][C:6](=[O:15])[CH2:7][C@@H:8]([CH3:14])[CH2:9][C:10]([O:12]C)=[O:11].O.[OH-].[Li+].[Cl-].[NH4+].C(OCC)(=O)C>C(O)(C)C.O>[CH3:17][Si:2]([CH3:1])([CH3:16])[CH2:3][CH2:4][O:5][C:6](=[O:15])[CH2:7][C@@H:8]([CH3:14])[CH2:9][C:10]([OH:12])=[O:11] |f:1.2.3,4.5|. Solvent: C(C)(C)O (iso-propanol), O (water). The product is C[Si](CCOC(C[C@H](CC(=O)O)C)=O)(C)C (3-(S)-Methyl-pentanedioic acid mono-(2-trimethylsilanyl-ethyl) ester). Reported procedure: To the solution of 3-(S)-Methyl-pentanedioic acid methyl ester 2-trimethylsilanyl-ethyl ester in iso-propanol and water was added lithium hydroxide monohydrate and stirred for two hours at RT. The reaction mixture was treated with saturated ammonium chloride and ethyl acetate. The product was purified by column chromatography. Starting materials: C[Si](CCOC(C[C@H](CC(=O)OC)C)=O)(C)C (3-(S)-Methyl-pentanedioic acid methyl ester 2-trimethylsilanyl-ethyl ester), O.[OH-].[Li+] (lithium hydroxide monohydrate), [Cl-].[NH4+] (ammonium chloride), C(C)(=O)OCC (ethyl acetate). The reactants are C1(=CC=CC=C1)C=1NC2=C(N1)C=CC(=C2)CCO (2-(2-Phenyl-3H-benzoimidazol-5-yl)ethanol), S(=O)(=O)(C1=CC=C(C)C=C1)Cl (tosyl chloride). Solvent: N1=CC=CC=C1 (pyridine). Conditions: time 16 hour. Product: C1(=CC=CC=C1)C=1NC2=C(N1)C=CC(=C2)CCOS(=O)(=O)C2=CC=C(C=C2)C (Toluene-4-sulfonic acid 2-(2-phenyl-3H-benzoimidazol-5-yl)ethyl ester). Reaction SMILES: [C:1]1([C:7]2[NH:8][C:9]3[CH:15]=[C:14]([CH2:16][CH2:17][OH:18])[CH:13]=[CH:12][C:10]=3[N:11]=2)[CH:6]=[CH:5][CH:4]=[CH:3][CH:2]=1.[S:19](Cl)([C:22]1[CH:28]=[CH:27][C:25]([CH3:26])=[CH:24][CH:23]=1)(=[O:21])=[O:20]>N1C=CC=CC=1>[C:1]1([C:7]2[NH:8][C:9]3[CH:15]=[C:14]([CH2:16][CH2:17][O:18][S:19]([C:22]4[CH:28]=[CH:27][C:25]([CH3:26])=[CH:24][CH:23]=4)(=[O:21])=[O:20])[CH:13]=[CH:12][C:10]=3[N:11]=2)[CH:6]=[CH:5][CH:4]=[CH:3][CH:2]=1. Procedure: Benzimidazole 190 (50 mg) was dissolved in pyridine (5 mL) and tosyl chloride (40 mg) was added as a solid. The reaction was allowed to stir for 16 h under nitrogen at room temperature before being quenched by addition of a saturated, aqueous solution of NH4Cl. This mixture was extracted with EtOAc which was in turn washed with dilute acid to ensure complete removal of pyridine. The organic layer was separated, dried over Na2SO4, and solvent removed under reduced pressure to give 191 which was u... Starting materials: O=C1c2ccc(OCc3ccc(F)cc3)cc2C(=O)N1CC(O)C(F)(F)F, [H-], CI, [Na+], C1CCOC1, O. The product is COC(CN1C(=O)c2ccc(OCc3ccc(F)cc3)cc2C1=O)C(F)(F)F. As a reaction SMILES: [F:3][c:4]1[cH:5][cH:6][c:7]([CH2:8][O:9][c:10]2[cH:11][c:12]3[c:16]([cH:17][cH:18]2)[C:15](=[O:19])[N:14]([CH2:20][CH:21]([C:22]([F:23])([F:24])[F:25])[OH:26])[C:13]3=[O:27])[cH:28][cH:29]1.[H-:1].[I:30][CH3:31].[Na+:2].[O:33]1[CH2:34][CH2:35][CH2:36][CH2:37]1.[OH2:32]>>[F:3][c:4]1[cH:5][cH:6][c:7]([CH2:8][O:9][c:10]2[cH:11][c:12]3[c:16]([cH:17][cH:18]2)[C:15](=[O:19])[N:14]([CH2:20][CH:21]([C:22]([F:23])([F:24])[F:25])[O:26][CH3:31])[C:13]3=[O:27])[cH:28][cH:29]1.